From a dataset of the Open Reaction Database (ORD), a public repository of structured organic reaction records. describe an organic reaction: reactants, conditions, products, and yield Reactants: ClC=1C=C2C=CNC2=CC1 (5-chloroindole), [H-].[Na+] (NaH), C(=O)(O)[O-].[Na+] (NaHCO3), C1(=CC=CC=C1)S(=O)(=O)Cl (benzenesulfonyl chloride). Solvent: CN(C)C=O (DMF). Run at time 1 hour. The product is C1(=CC=CC=C1)S(=O)(=O)N1C=CC2=CC(=CC=C12)Cl (1-phenylsulfonyl-5-chloroindole). Yield: 77.9%. As a reaction SMILES: [Cl:1][C:2]1[CH:3]=[C:4]2[C:8](=[CH:9][CH:10]=1)[NH:7][CH:6]=[CH:5]2.[H-].[Na+].[C:13]1([S:19](Cl)(=[O:21])=[O:20])[CH:18]=[CH:17][CH:16]=[CH:15][CH:14]=1.C([O-])(O)=O.[Na+]>CN(C=O)C>[C:13]1([S:19]([N:7]2[C:8]3[C:4](=[CH:3][C:2]([Cl:1])=[CH:10][CH:9]=3)[CH:5]=[CH:6]2)(=[O:21])=[O:20])[CH:18]=[CH:17][CH:16]=[CH:15][CH:14]=1 |f:1.2,4.5|. Procedure: To a stirred solution of 5-chloroindole (20 g, 131.93 mmol, 1 eq.) in dry DMF (250 mL) at 0° C., was added NaH (5.38 g, 134.57 mmol, 1.02 eq.). After stirring at room temperature for 1 h, benzenesulfonyl chloride (23.77 g, 134.57 mmol, 1.02 eq.) was added slowly. The reaction mixture was stirred for additional 1 h, then poured into 1 L of 5% aq. NaHCO3 and extracted with EtOAc (×3). The organic layers were combined, washed with H2O (×3), brine (×3), dried over (Na2SO4), filtered, and the filtrat... Starting materials: CCCN, Cc1ccc(S(=O)(=O)OCc2noc(C(CCCC3CCCCC3)CC(=O)OC(C)(C)C)n2)cc1. The product is CCCNCc1noc(C(CCCC2CCCCC2)CC(=O)OC(C)(C)C)n1. Reaction SMILES: [CH3:36][CH2:37][CH2:38][NH2:39].[CH:1]1([CH2:7][CH2:8][CH2:9][CH:10]([CH2:11][C:12](=[O:13])[O:14][C:15]([CH3:16])([CH3:17])[CH3:18])[c:19]2[n:20][c:21]([CH2:24][O:25][S:26]([c:27]3[cH:28][cH:29][c:30]([CH3:31])[cH:32][cH:33]3)(=[O:34])=[O:35])[n:22][o:23]2)[CH2:2][CH2:3][CH2:4][CH2:5][CH2:6]1>>[CH:1]1([CH2:7][CH2:8][CH2:9][CH:10]([CH2:11][C:12](=[O:13])[O:14][C:15]([CH3:16])([CH3:17])[CH3:18])[c:19]2[n:20][c:21]([CH2:24][NH:39][CH2:38][CH2:37][CH3:36])[n:22][o:23]2)[CH2:2][CH2:3][CH2:4][CH2:5][CH2:6]1. Yields the product O=C(c1ccncc1)c1cc(Cl)ccc1NS(=O)(=O)c1ccc(N2CCC2)cc1. Starting materials: O=C(c1ccncc1)c1cc(Cl)ccc1NS(=O)(=O)c1ccc(Br)cc1, C1CNC1, [K+], [K+], [K+], CN(C)C=O, O=P([O-])([O-])[O-]. As a reaction SMILES: [Br:1][c:2]1[cH:3][cH:4][c:5]([S:8](=[O:9])(=[O:10])[NH:11][c:12]2[c:13]([C:19](=[O:20])[c:21]3[cH:22][cH:23][n:24][cH:25][cH:26]3)[cH:14][c:15]([Cl:18])[cH:16][cH:17]2)[cH:6][cH:7]1.[CH2:35]1[CH2:36][NH:37][CH2:38]1.[K+:32].[K+:33].[K+:34].[O:39]=[CH:40][N:41]([CH3:42])[CH3:43].[P:27]([O-:28])([O-:29])([O-:30])=[O:31]>>[c:2]1([N:37]2[CH2:36][CH2:35][CH2:38]2)[cH:3][cH:4][c:5]([S:8](=[O:9])(=[O:10])[NH:11][c:12]2[c:13]([C:19](=[O:20])[c:21]3[cH:22][cH:23][n:24][cH:25][cH:26]3)[cH:14][c:15]([Cl:18])[cH:16][cH:17]2)[cH:6][cH:7]1. The reactants are CC(=O)O, O=c1cc(C(F)(F)F)cnn1-c1c(F)cc(Cl)c(O)c1[N+](=O)[O-], [Fe]. Product: Nc1c(O)c(Cl)cc(F)c1-n1ncc(C(F)(F)F)cc1=O. As a reaction SMILES: [CH3:24][C:25](=[O:26])[OH:27].[Cl:1][c:2]1[c:3]([OH:23])[c:4]([N+:20]([O-:21])=[O:22])[c:5](-[n:9]2[n:10][cH:11][c:12]([C:16]([F:17])([F:18])[F:19])[cH:13][c:14]2=[O:15])[c:6]([F:8])[cH:7]1.[Fe:28]>>[Cl:1][c:2]1[c:3]([OH:23])[c:4]([NH2:20])[c:5](-[n:9]2[n:10][cH:11][c:12]([C:16]([F:17])([F:18])[F:19])[cH:13][c:14]2=[O:15])[c:6]([F:8])[cH:7]1. The reactants are CSC1=C(C=CC(=C1CSC)Cl)C(CC(=O)C1CC1)=O (1-[2-(methylsulphenyl)-3-(methylsulphenylmethyl)-4-chlorophenyl]-3-cyclopropylpropan-1,3-dione), C(C)OC(OCC)OCC (triethylorthoformate). The solvent is C(C)(=O)OC(C)=O (acetic anhydride). Product: CSC1=C(C=CC(=C1CSC)Cl)C(C(C(=O)C1CC1)=COCC)=O (1-[2-(methylsulphenyl)-3-(methylsulphenylmethyl)-4-chlorophenyl]-2-ethoxymethylene-3-cyclopropylpropan-1,3-dione). As a reaction SMILES: [CH3:1][S:2][C:3]1[C:8]([CH2:9][S:10][CH3:11])=[C:7]([Cl:12])[CH:6]=[CH:5][C:4]=1[C:13](=[O:20])[CH2:14][C:15]([CH:17]1[CH2:19][CH2:18]1)=[O:16].[CH2:21]([O:23][CH:24](OCC)OCC)[CH3:22]>C(OC(=O)C)(=O)C>[CH3:1][S:2][C:3]1[C:8]([CH2:9][S:10][CH3:11])=[C:7]([Cl:12])[CH:6]=[CH:5][C:4]=1[C:13](=[O:20])[C:14](=[CH:24][O:23][CH2:21][CH3:22])[C:15]([CH:17]1[CH2:18][CH2:19]1)=[O:16]. Reported procedure: A mixture of 1-[2-(methylsulphenyl)-3-(methylsulphenylmethyl)-4-chlorophenyl]-3-cyclopropylpropan-1,3-dione (1.5 g) and triethylorthoformate (8 ml) in acetic anhydride (25 ml) was heated at reflux temperature for 4 hours. The excess reagent and solvent were evaporated under reduced pressure, yielding 1-[2-(methylsulphenyl)-3-(methylsulphenylmethyl)-4-chlorophenyl]-2-ethoxymethylene-3-cyclopropylpropan-1,3-dione as a brown oil (2.3 g). Reactants: BrC(Br)(Br)Br, CC1(C)OCC(CCO)CO1, [Na+], O=C([O-])O, CN(C)C=O, c1ccc(P(c2ccccc2)c2ccccc2)cc1. Product: CC1(C)OCC(CCBr)CO1. Reaction SMILES: [Br:31][C:32]([Br:33])([Br:34])[Br:35].[CH3:1][C:2]1([CH3:11])[O:3][CH2:4][CH:5]([CH2:8][CH2:9][OH:10])[CH2:6][O:7]1.[Na+:40].[O-:36][C:37]([OH:38])=[O:39].[O:41]=[CH:42][N:43]([CH3:44])[CH3:45].[c:12]1([P:13]([c:14]2[cH:15][cH:16][cH:17][cH:18][cH:19]2)[c:20]2[cH:21][cH:22][cH:23][cH:24][cH:25]2)[cH:26][cH:27][cH:28][cH:29][cH:30]1>>[CH3:1][C:2]1([CH3:11])[O:3][CH2:4][CH:5]([CH2:8][CH2:9][Br:31])[CH2:6][O:7]1.